describe an organic reaction: reactants, conditions, products, and yield From a dataset of the Open Reaction Database (ORD), a public repository of structured organic reaction records. Procedure: N-(2-{[(3-(Fluoromethyl)pyrrolidin-3-yl]amino}-2-oxoethyl)-3-(trifluoromethyl)benzamide. To a solution of 578 mg (1.29 mmol) of tert-butyl 3-(fluoromethyl)-3-[({[3-(trifluoromethyl)benzoyl]amino}acetyl)amino]pyrrolidine-1-carboxylate in 5 mL of THF was added 2 mL of 4 N HCl dioxane solution. The reaction mixture was stirred at room temperature for 1 h and evaporated to give the yellow solid, N-(2-{[3-(fluoromethyl)pyrrolidin-3-yl]amino}-2-oxoethyl)-3-(trifluoromethyl)benzamide HCl salt: MS (m/e)... Conditions: time 1 hour. Starting materials: FCC1(CNCC1)NC(CC1=C(C(=O)N)C=CC=C1C(F)(F)F)=O (2-{[(3-(Fluoromethyl)pyrrolidin-3-yl]amino}-2-oxoethyl)-3-(trifluoromethyl)benzamide), FCC1(CN(CC1)C(=O)OC(C)(C)C)NC(CNC(C1=CC(=CC=C1)C(F)(F)F)=O)=O (tert-butyl 3-(fluoromethyl)-3-[({[3-(trifluoromethyl)benzoyl]amino}acetyl)amino]pyrrolidine-1-carboxylate), O1CCOCC1.Cl (HCl dioxane). Yields the product Cl.FCC1(CNCC1)NC(CNC(C1=CC(=CC=C1)C(F)(F)F)=O)=O (N-(2-{[3-(fluoromethyl)pyrrolidin-3-yl]amino}-2-oxoethyl)-3-(trifluoromethyl)benzamide HCl salt). The solvent is C1CCOC1 (THF). RXN SMILES: FCC1(NC(=O)CC2C(C(F)(F)F)=CC=CC=2C(N)=O)CCNC1.[F:25][CH2:26][C:27]1([NH:39][C:40](=[O:55])[CH2:41][NH:42][C:43](=[O:54])[C:44]2[CH:49]=[CH:48][CH:47]=[C:46]([C:50]([F:53])([F:52])[F:51])[CH:45]=2)[CH2:31][CH2:30][N:29](C(OC(C)(C)C)=O)[CH2:28]1.O1CCOCC1.[ClH:62]>C1COCC1>[ClH:62].[F:25][CH2:26][C:27]1([NH:39][C:40](=[O:55])[CH2:41][NH:42][C:43](=[O:54])[C:44]2[CH:49]=[CH:48][CH:47]=[C:46]([C:50]([F:53])([F:51])[F:52])[CH:45]=2)[CH2:31][CH2:30][NH:29][CH2:28]1 |f:2.3,5.6|. Starting materials: BrCc1ccccc1, CCOC(=O)c1c(NCC(=O)c2ccccc2)c2c(Cl)cc(Cl)cc2n1C(=O)OC(C)(C)C, CN(C)C=O, Cl, [H-], [Na+]. Yields the product CCOC(=O)c1c(N(CC(=O)c2ccccc2)Cc2ccccc2)c2c(Cl)cc(Cl)cc2n1C(=O)OC(C)(C)C. RXN SMILES: [Br:36][CH2:37][c:38]1[cH:39][cH:40][cH:41][cH:42][cH:43]1.[CH2:3]([C:4](=[O:5])[c:6]1[cH:7][cH:8][cH:9][cH:10][cH:11]1)[NH:12][c:13]1[c:14]([C:31](=[O:32])[O:33][CH2:34][CH3:35])[n:15]([C:24](=[O:25])[O:26][C:27]([CH3:28])([CH3:29])[CH3:30])[c:16]2[cH:17][c:18]([Cl:23])[cH:19][c:20]([Cl:22])[c:21]12.[CH3:45][N:46]([CH3:47])[CH:48]=[O:49].[ClH:44].[H-:1].[Na+:2]>>[CH2:3]([C:4](=[O:5])[c:6]1[cH:7][cH:8][cH:9][cH:10][cH:11]1)[N:12]([c:13]1[c:14]([C:31](=[O:32])[O:33][CH2:34][CH3:35])[n:15]([C:24](=[O:25])[O:26][C:27]([CH3:28])([CH3:29])[CH3:30])[c:16]2[cH:17][c:18]([Cl:23])[cH:19][c:20]([Cl:22])[c:21]12)[CH2:37][c:38]1[cH:39][cH:40][cH:41][cH:42][cH:43]1. Reactants: CC(c1ncc(F)cn1)N(C(=O)[O-])C(C)(C)C, ClCCl, Cl, C1COCCO1. Yields the product Cl, CC(N)c1ncc(F)cn1. As a reaction SMILES: [C:1]([N:5]([C:2](=[O:3])[O-:4])[CH:9]([CH3:10])[c:11]1[n:12][cH:13][c:14]([F:17])[cH:15][n:16]1)([CH3:6])([CH3:7])[CH3:8].[Cl:19][CH2:20][Cl:21].[ClH:18].[O:22]1[CH2:23][CH2:24][O:25][CH2:26][CH2:27]1>>[ClH:18].[NH2:5][CH:9]([CH3:10])[c:11]1[n:12][cH:13][c:14]([F:17])[cH:15][n:16]1. The reactants are OC[C@@H](CC(C[C@@H](CCCC(C)C)C)=O)C ((2R,6R)-1-hydroxy-2,6,10-trimethylundecan-4-one), [OH-].[K+] (KOH), O.NN (hydrazine hydrate). Solvent: C(COCCO)O (diethylene glycol). Yields the product C[C@@H](CO)CCC[C@@H](CCCC(C)C)C ((2R,6R)-(+)-2,6,10-trimethylundecan-1-ol). Reaction SMILES: [OH:1][CH2:2][C@H:3]([CH3:16])[CH2:4][C:5](=O)[CH2:6][C@H:7]([CH3:14])[CH2:8][CH2:9][CH2:10][CH:11]([CH3:13])[CH3:12].[OH-].[K+].O.NN>C(O)COCCO>[CH3:16][C@H:3]([CH2:4][CH2:5][CH2:6][C@H:7]([CH3:14])[CH2:8][CH2:9][CH2:10][CH:11]([CH3:13])[CH3:12])[CH2:2][OH:1] |f:1.2,3.4|. Procedure details: A mixture of 3.98 g. (0.0174 mole) of (2R,6R)-1-hydroxy-2,6,10-trimethylundecan-4-one, 108 ml. of diethylene glycol, 25 g. of KOH and 43.5 ml. of hydrazine hydrate was stirred and heated until distillation began. Distillation was then continued until the internal temperature of the reaction mixture reached 195° C. then the mixture was mintained at reflux for 4 hours. After cooling, the resulting mixture was treated with ice and 3 N aqueous HCl and worked-up by ether extraction in the manner of E... Reactants: S(=O)(=O)(Cl)Cl (sulfonyl chloride), [N+](=O)([O-])C1=C(C=CC=C1)CC(=O)O (2-nitrophenylacetic acid), CCOC(=O)C (EtOAc). Run in CO (methanol). Product: [N+](=O)([O-])C1=C(C=CC=C1)CC(=O)OC (methyl 2-(2-nitrophenyl)acetate). The yield is 94.7%. Reaction SMILES: S(Cl)(Cl)(=O)=O.[N+:6]([C:9]1[CH:14]=[CH:13][CH:12]=[CH:11][C:10]=1[CH2:15][C:16]([OH:18])=[O:17])([O-:8])=[O:7].[CH3:19]COC(C)=O>CO>[N+:6]([C:9]1[CH:14]=[CH:13][CH:12]=[CH:11][C:10]=1[CH2:15][C:16]([O:18][CH3:19])=[O:17])([O-:8])=[O:7]. Procedure details: Add sulfonyl chloride (3 mL) dropwise to a solution of 2-nitrophenylacetic acid (7.0 g, 38.6 mmol) in methanol (20 mL) at 0° C., reflux the resulting mixture overnight. TLC (PE:EtOAc=3:1) shows the reaction is complete. Concentrate the reaction mixture under reduced pressure, add water, extract with ethyl acetate twice, and wash the combined organic layers with brine, dry over anhydrous sodium sulfate. Concentrate under reduced pressure to yield the crude product (7.5 g, 94.7%) which is used dir... Product: CC(Br)C(=O)NC1=NN(c2cccc(C(F)(F)F)c2)CC1. Starting materials: CC(Br)C(=O)Cl, O=C([O-])[O-], ClC(Cl)Cl, [K+], [K+], NC1=NN(c2cccc(C(F)(F)F)c2)CC1. As a reaction SMILES: [Br:23][CH:24]([C:25](=[O:26])[Cl:27])[CH3:28].[C:1](=[O:2])([O-:3])[O-:4].[CH:29]([Cl:30])([Cl:31])[Cl:32].[K+:5].[K+:6].[NH2:7][C:8]1=[N:9][N:10]([c:13]2[cH:14][c:15]([C:19]([F:20])([F:21])[F:22])[cH:16][cH:17][cH:18]2)[CH2:11][CH2:12]1>>[NH:7]([C:8]1=[N:9][N:10]([c:13]2[cH:14][c:15]([C:19]([F:20])([F:21])[F:22])[cH:16][cH:17][cH:18]2)[CH2:11][CH2:12]1)[C:25]([CH:24]([Br:23])[CH3:28])=[O:26]. Reactants: N1(CCCC1)[C@@H]1[C@@H](CCC1)N (cis-2-pyrrolidin-1-yl-cyclopentylamine), N1(CCCC1)[C@@H]1[C@@H](CCC1)N (cis-2-pyrrolidin-1-yl-cyclopentylamine), C(C)(C)C1=C(C(=O)O)C=CC(=C1)C(F)(F)F (2-isopropyl-4-trifluoromethyl-benzoic acid). The product is C(C)(C)C1=C(C(=O)NC2C(CCC2)N2CCCC2)C=CC(=C1)C(F)(F)F (2-Isopropyl-N-((1SR,2RS)-2-pyrrolidin-1-yl-cyclopentyl)-4-trifluoromethyl-benzamide). As a reaction SMILES: [N:1]1([C@H:6]2[CH2:10][CH2:9][CH2:8][C@H:7]2[NH2:11])[CH2:5][CH2:4][CH2:3][CH2:2]1.[CH:12]([C:15]1[CH:23]=[C:22]([C:24]([F:27])([F:26])[F:25])[CH:21]=[CH:20][C:16]=1[C:17](O)=[O:18])([CH3:14])[CH3:13]>>[CH:12]([C:15]1[CH:23]=[C:22]([C:24]([F:25])([F:26])[F:27])[CH:21]=[CH:20][C:16]=1[C:17]([NH:11][CH:7]1[CH2:8][CH2:9][CH2:10][CH:6]1[N:1]1[CH2:2][CH2:3][CH2:4][CH2:5]1)=[O:18])([CH3:14])[CH3:13]. Procedure details: The title compound, orange solid, MS: m/e=369.2 [(M+H)+], was prepared in accordance with the general method of example 5 from cis-2-pyrrolidin-1-yl-cyclopentylamine (intermediate Q) and 2-isopropyl-4-trifluoromethyl-benzoic acid (intermediate AH).